From a dataset of the Open Reaction Database (ORD), a public repository of structured organic reaction records. describe an organic reaction: reactants, conditions, products, and yield Reactants: CC(=O)Nc1cc(O)c(C(=O)CCCCCl)cc1Cl, CC(=O)Nc1cc(O)c(C(=O)CCCCBr)cc1Br, COc1cc(CCl)cc(OC)c1. Yields the product COc1cc(COc2cc(NC(C)=O)c(Br)cc2C(=O)CCCCBr)cc(OC)c1. As a reaction SMILES: [C:13]([NH:14][c:15]1[c:16]([Cl:17])[cH:18][c:19]([C:20](=[O:21])[CH2:22][CH2:23][CH2:24][CH2:25][Cl:26])[c:27]([OH:28])[cH:29]1)(=[O:30])[CH3:31].[C:32]([CH3:33])(=[O:34])[NH:35][c:36]1[cH:37][c:38]([OH:50])[c:39]([C:43]([CH2:44][CH2:45][CH2:46][CH2:47][Br:48])=[O:49])[cH:40][c:41]1[Br:42].[CH3:1][O:2][c:3]1[cH:4][c:5]([CH2:6][Cl:7])[cH:8][c:9]([O:11][CH3:12])[cH:10]1>>[CH3:1][O:2][c:3]1[cH:4][c:5]([CH2:6][O:50][c:38]2[cH:37][c:36]([NH:35][C:32]([CH3:33])=[O:34])[c:41]([Br:42])[cH:40][c:39]2[C:43]([CH2:44][CH2:45][CH2:46][CH2:47][Br:48])=[O:49])[cH:8][c:9]([O:11][CH3:12])[cH:10]1. Reactants: BrC=1C=C(C=CC1)C1OC2=C(NC1=O)C=CC=C2 (2-(3-bromophenyl)-3,4-dihydro-2H-1,4-benzoxazin-3-one), CN(C)C=O (DMF), O (water), tetrakistriphenylphosphine palladium (0). Reagents/catalysts: [C-]#N.[Zn+2].[C-]#N (Zinc cyanide). Run at temperature 100 celsius. The product is C(#N)C=1C=C(C=CC1)C1OC2=C(NC1=O)C=CC=C2 (2-(3-Cyanophenyl)-3,4-dihydro-2H-1,4-benzoxazin-3-one). Isolated yield 76.0%. Reaction SMILES: Br[C:2]1[CH:3]=[C:4]([CH:8]2[C:13](=[O:14])[NH:12][C:11]3[CH:15]=[CH:16][CH:17]=[CH:18][C:10]=3[O:9]2)[CH:5]=[CH:6][CH:7]=1.O.[CH3:20][N:21](C=O)C>[C-]#N.[Zn+2].[C-]#N>[C:20]([C:2]1[CH:3]=[C:4]([CH:8]2[C:13](=[O:14])[NH:12][C:11]3[CH:15]=[CH:16][CH:17]=[CH:18][C:10]=3[O:9]2)[CH:5]=[CH:6][CH:7]=1)#[N:21] |f:3.4.5|. Reported procedure: To a solution of 2-(3-bromophenyl)-3,4-dihydro-2H-1,4-benzoxazin-3-one (I7) (3.00 g, 9.87 mmol) in DMF (20 mL) was added Zinc cyanide (0.68 g, 5.79 mmol) and then tetrakistriphenylphosphine palladium (0) (0.96 g, 8 mol %). The degassed solution was heated at 100° C. for 5 hours, cooled to room temperature, and then treated with water (50 mL). The product was extracted into ethyl acetate (2×100 mL), washed with brine (50 mL), dried over MgSO4, and then purified by silica gel chromatography, eluan... The reactants are Cl.N1C=NC(=C1)CC(=O)O (4-imidazoleacetic acid hydrochloride), S(O)(O)(=O)=O (sulfuric acid). The solvent is CO (MeOH). Run at temperature 80 celsius. Product: N1C=NC(=C1)CC(=O)O ((1H-imidazol-4-yl)-acetic acid). Isolated yield 85.2%. RXN SMILES: Cl.[NH:2]1[CH:6]=[C:5]([CH2:7][C:8]([OH:10])=[O:9])[N:4]=[CH:3]1.S(=O)(=O)(O)O>CO>[NH:2]1[CH:6]=[C:5]([CH2:7][C:8]([OH:10])=[O:9])[N:4]=[CH:3]1 |f:0.1|. Procedure: To a solution of 4-imidazoleacetic acid hydrochloride (499 mg, 3.07 mmol) in MeOH (10 mL) was added concentrated sulfuric acid (1 mL) and the mixture was heated to 80° C. overnight. Then the mixture was cooled and concentrated. The residue was dissolved in CH2Cl2 (30 mL) and washed with saturated NaHCO3 (30 mL). The aqueous layer was saturated with NaCl (s) and extracted with EtOAc (3×30 mL). The combined organic layers were dried (MgSO4), filtered, and concentrated to afford (1H-imidazol-4-yl)-... The reactants are COC(CCC(=O)C1=CC=C(C=C1)O)=O (4-(4-hydroxyphenyl)-4-oxobutyric acid methyl ester), C(C)(=O)C1=C(C(=C(O[C@@H]2C[C@H](CCC2)OC2=C(C=C(C=C2)CC(=O)O)Br)C=C1)CCC)O (Trans-3-(4-acetyl-3-hydroxy-2-propylphenoxy)-1-(4-carboxymethyl-2-bromo phenoxy)cyclohexane), C(C)(=O)C1=C(C(=C(O[C@H]2C[C@H](CCC2)OS(=O)(=O)C)C=C1)CCC)O (cis-3-(4-acetyl-3-hydroxy-2-propylphenoxy)-1-mesyloxycyclohexane). Product: C(C)(=O)C1=C(C(=C(O[C@H]2C[C@H](CCC2)OC2=CC=C(C=C2)CC(=O)OC)C=C1)CCC)O (cis-3-(4-acetyl-3-hydroxy-2-propyl phenoxy)-1-(4-carbomethoxymethylphenoxy)-cyclohexane). As a reaction SMILES: [CH3:1]OC(=O)CCC(C1C=CC(O)=CC=1)=O.[C:16]([C:19]1[CH:43]=[CH:42][C:22]([O:23][C@H:24]2[CH2:29][CH2:28][CH2:27][C@H:26]([O:30][C:31]3[CH:36]=[CH:35][C:34]([CH2:37][C:38]([OH:40])=[O:39])=[CH:33][C:32]=3Br)[CH2:25]2)=[C:21]([CH2:44][CH2:45][CH3:46])[C:20]=1[OH:47])(=[O:18])[CH3:17].C(C1C=CC(O[C@@H]2CCC[C@H](OS(C)(=O)=O)C2)=C(CCC)C=1O)(=O)C>>[C:16]([C:19]1[CH:43]=[CH:42][C:22]([O:23][C@@H:24]2[CH2:29][CH2:28][CH2:27][C@H:26]([O:30][C:31]3[CH:36]=[CH:35][C:34]([CH2:37][C:38]([O:40][CH3:1])=[O:39])=[CH:33][CH:32]=3)[CH2:25]2)=[C:21]([CH2:44][CH2:45][CH3:46])[C:20]=1[OH:47])(=[O:18])[CH3:17]. Reported procedure: By following Step A of Example 10, but substituting para-hydroxybenzeneacetic acid methyl ester for 4-(4-hydroxyphenyl)-4-oxobutyric acid methyl ester and substituting the title compound of Step D of Example 8 for the title compound of Step C of Example 8, the title compound of this step was obtained as an oil. The reactants are BrC1=C(C(=CC=C1)Cl)CCC(=O)NC (3-(2-Bromo-6-chlorophenyl)-N-methylpropanamide), C1(=CC=CC=C1)P(C1=C(C2=CC=CC=C2C=C1)C1=C(C=CC2=CC=CC=C12)P(C1=CC=CC=C1)C1=CC=CC=C1)C1=CC=CC=C1 (racemic 2,2′-bis(diphenylphosphino)-1,1′-binaphthyl), C([O-])([O-])=O.[Cs+].[Cs+] (cesium carbonate), C(C)(=O)OCC (ethyl acetate). Reagents/catalysts: C(C)(=O)[O-].[Pd+2].C(C)(=O)[O-] (palladium acetate), C=1C=CC(=CC1)/C=C/C(=O)/C=C/C2=CC=CC=C2.C=1C=CC(=CC1)/C=C/C(=O)/C=C/C2=CC=CC=C2.C=1C=CC(=CC1)/C=C/C(=O)/C=C/C2=CC=CC=C2.[Pd].[Pd] (Pd2(dba)3). The solvent is C1(=CC=CC=C1)C (toluene), O1CCOCC1 (1,4-dioxane). Product: ClC1=C2CCC(N(C2=CC=C1)C)=O (5-Chloro-1-methyl-3,4-dihydroquinolin-2(1H)-one). Reaction SMILES: Br[C:2]1[CH:7]=[CH:6][CH:5]=[C:4]([Cl:8])[C:3]=1[CH2:9][CH2:10][C:11]([NH:13][CH3:14])=[O:12].C1(P(C2C=CC=CC=2)C2C=CC3C(=CC=CC=3)C=2C2C3C(=CC=CC=3)C=CC=2P(C2C=CC=CC=2)C2C=CC=CC=2)C=CC=CC=1.C(=O)([O-])[O-].[Cs+].[Cs+].C(OCC)(=O)C>C1(C)C=CC=CC=1.O1CCOCC1.C([O-])(=O)C.[Pd+2].C([O-])(=O)C.C1C=CC(/C=C/C(/C=C/C2C=CC=CC=2)=O)=CC=1.C1C=CC(/C=C/C(/C=C/C2C=CC=CC=2)=O)=CC=1.C1C=CC(/C=C/C(/C=C/C2C=CC=CC=2)=O)=CC=1.[Pd].[Pd]>[Cl:8][C:4]1[CH:5]=[CH:6][CH:7]=[C:2]2[C:3]=1[CH2:9][CH2:10][C:11](=[O:12])[N:13]2[CH3:14] |f:2.3.4,8.9.10,11.12.13.14.15|. Procedure details: 3-(2-Bromo-6-chlorophenyl)-N-methylpropanamide (Example 1g), 2.98 g, 10.8 mmol), palladium acetate (0.12 g, 0.54 mmol), Pd2(dba)3 (0.020 g, 0.02 mmol), racemic 2,2′-bis(diphenylphosphino)-1,1′-binaphthyl (0.671 g, 1.08 mmol) and cesium carbonate (4.92 g, 15.1 mmol) in toluene (30 mL) and 1,4-dioxane (45 mL) were heated to +95° C. under argon for 6 h. The mixture was allowed to cool to rt. 100 mL of ethyl acetate was added and the mixture was filtered through a pad of Celite. The filtrate was col... The reactants are ClC1=CC(=C(C=C1OCC1C(C1)(F)F)[N+](=O)[O-])F (4-Chloro-2-fluoro-5-(2,2-difluorocyclopropylmethoxy)nitrobenzene), ( m ), C (charcoal), [H][H] (hydrogen). The reagents and catalysts are [Pd] (palladium). Solvent: C(C)O (ethanol). Yields the product ClC1=CC(=C(N)C=C1OCC1C(C1)(F)F)F (4-chloro-2-fluoro-5-(2,2-difluorocyclopropylmethoxy)aniline). As a reaction SMILES: [Cl:1][C:2]1[C:7]([O:8][CH2:9][CH:10]2[CH2:12][C:11]2([F:14])[F:13])=[CH:6][C:5]([N+:15]([O-])=O)=[C:4]([F:18])[CH:3]=1.C.[H][H]>C(O)C.[Pd]>[Cl:1][C:2]1[C:7]([O:8][CH2:9][CH:10]2[CH2:12][C:11]2([F:13])[F:14])=[CH:6][C:5]([NH2:15])=[C:4]([F:18])[CH:3]=1. Procedure: 36.9 g 4-Chloro-2-fluoro-5-(2,2-difluorocyclopropylmethoxy)nitrobenzene in 600 ml ethanol was hydrogenated by the addition of 5 g of 10% palladium metal on activated charcoal at room temperature and normal pressure. After the uptake of hydrogen is complete the catalyst is filtered off, the solvent evaporated to give 29.3 g(=89% of theory) of an oil, whose nmr spectrum is as follows: δ=1.1-2.2 ppm (m) 3H, δ=4.0 ppm (d 10 Hz wide) 2H, δ=5 ppm (s wide) 2H, δ=6.5 ppm (d 7 Hz) 1H, δ=7.0 ppm (d 10 Hz)... The reactants are O=C([O-])[O-], O=C([O-])O, CCC(c1ccccc1)N1Cc2cc3c(cc2CC1C(=O)NC(Cc1ccc(-c2ccc(C#N)cc2)cc1)C(=O)OC)N(C)C(=O)C(c1ccc(O)cc1)O3, Clc1ccc(CBr)cc1Cl, [K+], [K+], [Na+], CN(C)C=O. Yields the product CCC(c1ccccc1)N1Cc2cc3c(cc2CC1C(=O)NC(Cc1ccc(-c2ccc(C#N)cc2)cc1)C(=O)OC)N(C)C(=O)C(c1ccc(OCc2ccc(Cl)c(Cl)c2)cc1)O3. Reaction SMILES: [C:66](=[O:67])([O-:68])[O-:69].[C:72](=[O:73])([OH:74])[O-:75].[CH3:1][O:2][C:3]([CH:4]([CH2:5][c:6]1[cH:7][cH:8][c:9](-[c:12]2[cH:13][cH:14][c:15]([C:18]#[N:19])[cH:16][cH:17]2)[cH:10][cH:11]1)[NH:20][C:21](=[O:22])[CH:23]1[N:24]([CH:46]([CH2:47][CH3:48])[c:49]2[cH:50][cH:51][cH:52][cH:53][cH:54]2)[CH2:25][c:26]2[cH:27][c:28]3[c:33]([cH:34][c:35]2[CH2:36]1)[N:32]([CH3:37])[C:31](=[O:38])[CH:30]([c:39]1[cH:40][cH:41][c:42]([OH:45])[cH:43][cH:44]1)[O:29]3)=[O:55].[Cl:56][c:57]1[cH:58][c:59]([CH2:60][Br:61])[cH:62][cH:63][c:64]1[Cl:65].[K+:70].[K+:71].[Na+:76].[O:77]=[CH:78][N:79]([CH3:80])[CH3:81]>>[CH3:1][O:2][C:3]([CH:4]([CH2:5][c:6]1[cH:7][cH:8][c:9](-[c:12]2[cH:13][cH:14][c:15]([C:18]#[N:19])[cH:16][cH:17]2)[cH:10][cH:11]1)[NH:20][C:21](=[O:22])[CH:23]1[N:24]([CH:46]([CH2:47][CH3:48])[c:49]2[cH:50][cH:51][cH:52][cH:53][cH:54]2)[CH2:25][c:26]2[cH:27][c:28]3[c:33]([cH:34][c:35]2[CH2:36]1)[N:32]([CH3:37])[C:31](=[O:38])[CH:30]([c:39]1[cH:40][cH:41][c:42]([O:45][CH2:60][c:59]2[cH:58][c:57]([Cl:56])[c:64]([Cl:65])[cH:63][cH:62]2)[cH:43][cH:44]1)[O:29]3)=[O:55]. Product: CC(C)(C)OC(=O)N1c2ccc3c(c2CCC1O)OC(C(C)(C)O[SiH2]C(C)(C)C)CC3. Reaction SMILES: [C:1]([CH3:2])([CH3:3])([CH3:4])[O:5][C:6]([NH:7][c:8]1[cH:9][cH:10][c:11]2[c:16]([c:17]1[CH2:18][CH2:19][CH:20]=[CH2:21])[O:15][CH:14]([C:22]([O:23][SiH2:24][C:25]([CH3:26])([CH3:27])[CH3:28])([CH3:29])[CH3:30])[CH2:13][CH2:12]2)=[O:31].[CH3:44][CH2:45][O:46][C:47](=[O:48])[CH3:49].[I+3:32]([O-:33])([O-:34])([O-:35])[O-:36].[Na+:37].[O:38]1[CH2:39][CH2:40][CH2:41][CH2:42]1.[OH2:43]>>[C:1]([CH3:2])([CH3:3])([CH3:4])[O:5][C:6]([N:7]1[c:8]2[cH:9][cH:10][c:11]3[c:16]([c:17]2[CH2:18][CH2:19][CH:20]1[OH:33])[O:15][CH:14]([C:22]([O:23][SiH2:24][C:25]([CH3:26])([CH3:27])[CH3:28])([CH3:29])[CH3:30])[CH2:13][CH2:12]3)=[O:31]. The reactants are C=CCCc1c(NC(=O)OC(C)(C)C)ccc2c1OC(C(C)(C)O[SiH2]C(C)(C)C)CC2, CCOC(C)=O, [O-][I+3]([O-])([O-])[O-], [Na+], C1CCOC1, O. Starting materials: CN(C)C=O, Ic1nc(-c2ccccn2)[nH]c1I, [Na+], [Na+], O, O=S([O-])[O-]. Yields the product Ic1cnc(-c2ccccn2)[nH]1. Reaction SMILES: [CH3:14][N:15]([CH3:16])[CH:17]=[O:18].[I:1][c:2]1[n:3][c:4](-[c:8]2[n:9][cH:10][cH:11][cH:12][cH:13]2)[nH:5][c:6]1[I:7].[Na+:23].[Na+:24].[OH2:25].[S:19]([O-:20])([O-:21])=[O:22]>>[I:1][c:2]1[nH:3][c:4](-[c:8]2[n:9][cH:10][cH:11][cH:12][cH:13]2)[n:5][cH:6]1. As a reaction SMILES: [CH3:1][Si](C[Li])(C)C.[CH2:7]([NH:14][C:15]([C:17]1([C:21]([O:23]CC)=O)[CH2:20][CH2:19][CH2:18]1)=[O:16])[C:8]1[CH:13]=[CH:12][CH:11]=[CH:10][CH:9]=1>C1COCC1>[C:21]([C:17]1([C:15]([NH:14][CH2:7][C:8]2[CH:9]=[CH:10][CH:11]=[CH:12][CH:13]=2)=[O:16])[CH2:18][CH2:19][CH2:20]1)(=[O:23])[CH3:1]. Procedure: ((Trimethylsilyl)methyl)lithium (1.0 M in pentane) (908 mL, 908 mmol) was added dropwise over 1 hr 20 min to a 0° C. solution of ethyl 1-(benzylcarbamoyl)cyclobutanecarboxylate (52.7 g, 202 mmol) in THF (703 mL) under N2. Stirring @ 0° C. was continued for 2 hrs during which time the solution became red. LC/MS after 1 hr looked the same as after 30 minutes, a complete reaction (m/e 232.1, M+H for desired product). While still @ 0° C., the reaction was quenched by the addition of anhydrous methan... Starting materials: C[Si](C)(C)C[Li] (((Trimethylsilyl)methyl)lithium), C(C1=CC=CC=C1)NC(=O)C1(CCC1)C(=O)OCC (ethyl 1-(benzylcarbamoyl)cyclobutanecarboxylate). The solvent is C1CCOC1 (THF). Yields the product C(C)(=O)C1(CCC1)C(=O)NCC1=CC=CC=C1 (1-Acetyl-N-benzylcyclobutanecarboxamide). Run at temperature 0 celsius, time 2 hour.